From a dataset of the Open Reaction Database (ORD), a public repository of structured organic reaction records. describe an organic reaction: reactants, conditions, products, and yield The reactants are [OH-].[Na+] (NaOH), C(C1=CC=CC=C1)[C@@H]1NCCNC1 (2-(S)-Benzyl-piperazine), Boc-anhydride, C(Cl)Cl.CO (CH2Cl2 MeOH). The solvent is C(C)(C)(C)O (tert-Butanol), O (H2O). Run at temperature 0 celsius, time 2 hour. Product: C(C)(C)(C)OC(=O)N1C[C@@H](NCC1)CC1=CC=CC=C1 (3-(S)-Benzyl-piperazine-1-carboxylic acid tert-butyl ester). Isolated yield 82.9%. Reaction SMILES: [OH-:1].[Na+].[CH2:3]([C@H:10]1[CH2:15][NH:14][CH2:13][CH2:12][NH:11]1)[C:4]1[CH:9]=[CH:8][CH:7]=[CH:6][CH:5]=1.C(Cl)Cl.[CH3:19][OH:20]>C(O)(C)(C)C.O>[C:4]([O:1][C:19]([N:14]1[CH2:13][CH2:12][NH:11][C@@H:10]([CH2:3][C:4]2[CH:9]=[CH:8][CH:7]=[CH:6][CH:5]=2)[CH2:15]1)=[O:20])([CH3:9])([CH3:5])[CH3:3] |f:0.1,3.4|. Procedure details: 6.67 ml (16.68 mmol, 1.00 eq.) of a 2.5 N aq. NaOH-solution were added to a solution of 2.94 g (16.68 mmol) 2-(S)-Benzyl-piperazine in 80 ml tert-Butanol and 80 ml H2O. After cooling to 0° C. 3.64 g (16.68 mmol, 1.00 eq.) Boc-anhydride was added and the mixture was stirred at 0° C. for 2 h. Then the solution was warmed to r.t. and stirred overnight. After evaporating the tert-Butanol the mixture was extracted with CH2Cl2. The comb. org. fractions were dried over Na2SO4 and evaporated. Column chr... Reactants: O1C2C1(CCC1=C(C=CC=C21)OCC(=O)OCC)COC(N(C2=CC=CC=C2)C2=CC=CC=C2)=O (1,2-epoxy-2-(N,N-diphenylcarbamoyloxymethyl)-5-ethoxycarbonylmethyloxy-1,2,3,4-tetrahydronaphthalene), C1=CC=NC=C1.F (HF-pyridine). The solvent is C(Cl)Cl (CH2Cl2). Conditions: time 2 hour. The product is FC1C(CCC2=C(C=CC=C12)OCC(=O)OCC)(COC(N(C1=CC=CC=C1)C1=CC=CC=C1)=O)O (1-fluoro-2-hydroxy-2-(N,N-diphenylcarbamoyloxymethyl)-5-ethoxycarbonylmethyloxy-1,2,3,4-tetrahydronaphthalene). As a reaction SMILES: [O:1]1[C:3]2([CH2:19][O:20][C:21](=[O:35])[N:22]([C:29]3[CH:34]=[CH:33][CH:32]=[CH:31][CH:30]=3)[C:23]3[CH:28]=[CH:27][CH:26]=[CH:25][CH:24]=3)[CH2:4][CH2:5][C:6]3[C:11]([CH:2]12)=[CH:10][CH:9]=[CH:8][C:7]=3[O:12][CH2:13][C:14]([O:16][CH2:17][CH3:18])=[O:15].C1C=CN=CC=1.[FH:42]>C(Cl)Cl>[F:42][CH:2]1[C:11]2[C:6](=[C:7]([O:12][CH2:13][C:14]([O:16][CH2:17][CH3:18])=[O:15])[CH:8]=[CH:9][CH:10]=2)[CH2:5][CH2:4][C:3]1([OH:1])[CH2:19][O:20][C:21](=[O:35])[N:22]([C:29]1[CH:34]=[CH:33][CH:32]=[CH:31][CH:30]=1)[C:23]1[CH:28]=[CH:27][CH:26]=[CH:25][CH:24]=1 |f:1.2|. Procedure details: To a solution of 1,2-epoxy-2-(N,N-diphenylcarbamoyloxymethyl)-5-ethoxycarbonylmethyloxy-1,2,3,4-tetrahydronaphthalene (0.2 g) in CH2Cl2 (30 ml) was added HF-pyridine (0.5 ml) at 0° C. After being stirred for 2 hours, the solvent was removed in vacuo. The residue was extracted with ethyl acetate. The mixture was washed with 1N-HCl solution, sat. NaHCO3, and brine, dried over MgSO4, and evaporated in vacuo. The residue was purified by chromatography on silica gel to afford 1-fluoro-2-hydroxy-2-(N,... Starting materials: aqueous solution, [OH-].[Na+] (sodium hydroxide), C(C)OC(=O)[C@H](CSCCCCCC)N[C@@H](C)C(=O)N1[C@H](C(=O)O)CCC1 (N-[(R)-1-ethoxycarbonyl-2-hexylthioethyl]-alanyl-(S)-proline). Run in C(C)O (ethanol). Reaction conditions: time 2.5 hour. The product is C(=O)(O)[C@H](CSCCCCCC)N[C@@H](C)C(=O)N1[C@H](C(=O)O)CCC1 (N-[(R)-1-carboxy-2-hexylthioethyl]-alanyl-(S)-proline). Reaction SMILES: [OH-].[Na+].C([O:5][C:6]([C@@H:8]([NH:17][C@H:18]([C:20]([N:22]1[CH2:29][CH2:28][CH2:27][C@H:23]1[C:24]([OH:26])=[O:25])=[O:21])[CH3:19])[CH2:9][S:10][CH2:11][CH2:12][CH2:13][CH2:14][CH2:15][CH3:16])=[O:7])C>C(O)C>[C:6]([C@@H:8]([NH:17][C@H:18]([C:20]([N:22]1[CH2:29][CH2:28][CH2:27][C@H:23]1[C:24]([OH:26])=[O:25])=[O:21])[CH3:19])[CH2:9][S:10][CH2:11][CH2:12][CH2:13][CH2:14][CH2:15][CH3:16])([OH:7])=[O:5] |f:0.1|. Reported procedure: A 3.2 ml quantity of a 1N aqueous solution of sodium hydroxide was added with ice cooling and stirring to a solution of 600 mg of the N-[(R)-1-ethoxycarbonyl-2-hexylthioethyl]-alanyl-(S)-proline (α-isomer) obtained in Example 4 in 8 ml of ethanol. The mixture was stirred at room temperature for 2.5 hours, and applied to a column (Dowex 50W-X8(H+)). The reaction product was sufficiently washed with water, and eluted with a 4% aqueous solution of pyridine. Fractions of the title compound were coll... Solvent: CC(=O)C (acetone). Procedure details: 0.53 g (2.18 mmol) of cis-8-benzyl-7,9-dioxo-2,8-diazabicyclo[4.3.0]nonane (racemate) and 0.51 g (2.18 mmol) of (1S)-camphorsulfonic acid are dissolved in 30 ml of acetone under reflux to give a clear solution and cooled to room temperature. The precipitated solid is filtered off with suction and dried in vacuo to give 0.23 g (0.49 mmol) of (1R,6S)-8-benzyl-7,9-dioxo-2,8-diazabicyclo[4.3.0]nonane-(1S)-camphorsulfonic acid salt. Reaction SMILES: [CH2:1]([N:8]1[C:16](=[O:17])[C@@H:15]2[C@@H:10]([CH2:11][CH2:12][CH2:13][NH:14]2)[C:9]1=[O:18])[C:2]1[CH:7]=[CH:6][CH:5]=[CH:4][CH:3]=1.[C@:19]12([CH2:29][S:30]([OH:33])(=[O:32])=[O:31])[C:26]([CH3:28])([CH3:27])[CH:23]([CH2:24][CH2:25]1)[CH2:22][C:20]2=[O:21]>CC(C)=O>[C@:19]12([CH2:29][S:30]([OH:33])(=[O:31])=[O:32])[C:26]([CH3:28])([CH3:27])[CH:23]([CH2:24][CH2:25]1)[CH2:22][C:20]2=[O:21].[CH2:1]([N:8]1[C:16](=[O:17])[C@H:15]2[C@H:10]([CH2:11][CH2:12][CH2:13][NH:14]2)[C:9]1=[O:18])[C:2]1[CH:7]=[CH:6][CH:5]=[CH:4][CH:3]=1 |f:3.4|. Reactants: C(C1=CC=CC=C1)N1C([C@@H]2CCCN[C@@H]2C1=O)=O (cis-8-benzyl-7,9-dioxo-2,8-diazabicyclo[4.3.0]nonane), [C@]12(C(=O)CC(CC1)C2(C)C)CS(=O)(=O)O ((1S)-camphorsulfonic acid). Yields the product [C@]12(C(=O)CC(CC1)C2(C)C)CS(=O)(=O)O.C(C2=CC=CC=C2)N2C([C@H]1CCCN[C@H]1C2=O)=O ((1R,6S)-8-benzyl-7,9-dioxo-2,8-diazabicyclo[4.3.0]nonane-(1S)-camphorsulfonic acid salt). Yield: 22.5%. Reactants: CCOC(=O)C(C)(Cc1ccc(Br)cc1)S(=O)(=O)c1ccc(OC)cc1, CO, [Na+], [OH-]. RXN SMILES: [CH2:1]([CH3:2])[O:3][C:4]([C:5]([CH2:6][c:7]1[cH:8][cH:9][c:10]([Br:13])[cH:11][cH:12]1)([CH3:14])[S:15](=[O:16])(=[O:17])[c:18]1[cH:19][cH:20][c:21]([O:24][CH3:25])[cH:22][cH:23]1)=[O:26].[CH3:27][OH:28].[Na+:30].[OH-:29]>>[O:3]=[C:4]([C:5]([CH2:6][c:7]1[cH:8][cH:9][c:10]([Br:13])[cH:11][cH:12]1)([CH3:14])[S:15](=[O:16])(=[O:17])[c:18]1[cH:19][cH:20][c:21]([O:24][CH3:25])[cH:22][cH:23]1)[OH:26]. The product is COc1ccc(S(=O)(=O)C(C)(Cc2ccc(Br)cc2)C(=O)O)cc1. The reactants are O (water), ClCS(=O)(=O)NC1=CC(=C(C=C1)F)[N+](=O)[O-] (1-chloro-N-(4-fluoro-3-nitrophenyl)methanesulfonamide), ICC (iodoethane), C(=O)([O-])[O-].[K+].[K+] (K2CO3). Reagents/catalysts: [Br-].C(CCC)[N+](CCCC)(CCCC)CCCC (tetrabutylammonium bromide). The solvent is CN(C=O)C (dimethylformamide). Yields the product ClCS(=O)(=O)N(C1=CC(=C(C=C1)F)[N+](=O)[O-])CC (1-Chloro-N-ethyl-N-(4-fluoro-3-nitrophenvl)methanesulfonamide). The yield is 71.4%. Reaction SMILES: [Cl:1][CH2:2][S:3]([NH:6][C:7]1[CH:12]=[CH:11][C:10]([F:13])=[C:9]([N+:14]([O-:16])=[O:15])[CH:8]=1)(=[O:5])=[O:4].I[CH2:18][CH3:19].C([O-])([O-])=O.[K+].[K+].O>[Br-].C([N+](CCCC)(CCCC)CCCC)CCC.CN(C)C=O>[Cl:1][CH2:2][S:3]([N:6]([CH2:18][CH3:19])[C:7]1[CH:12]=[CH:11][C:10]([F:13])=[C:9]([N+:14]([O-:16])=[O:15])[CH:8]=1)(=[O:4])=[O:5] |f:2.3.4,6.7|. Procedure details: A solution of 1-chloro-N-(4-fluoro-3-nitrophenyl)methanesulfonamide (5.93 g, 22.1 mmol), iodoethane (3.79 g, 24.3 mmol), tetrabutylammonium bromide (0.712 g, 2.21 mmol), and anhydrous K2CO3 (8.85 g, 64 mmol) in anhydrous dimethylformamide (40 mL) was stirred at room temperature. When the starting material had disappeared based on thin layer chromatography on silica (6 h), the reaction mixture was poured into water (200 mL) and extracted with CH2Cl2 (500 mL). The organic extract was washed with w... As a reaction SMILES: [Cl:1][c:2]1[c:3]([CH2:8][C:9](=[O:10])[OH:11])[cH:4][cH:5][cH:6][cH:7]1.[Cu:14].[Na+:13].[OH-:12].[OH2:15]>>[c:2]1([OH:12])[c:3]([CH2:8][C:9](=[O:10])[OH:11])[cH:4][cH:5][cH:6][cH:7]1. Starting materials: O=C(O)Cc1ccccc1Cl, [Cu], [Na+], [OH-], O. Yields the product O=C(O)Cc1ccccc1O.